This data is from the Open Reaction Database (ORD), a public repository of structured organic reaction records. The task is: describe an organic reaction: reactants, conditions, products, and yield The reactants are CCCCC(CC)C[n+]1ccc(N(C)C)cc1, C=C(C)C(=O)O, CO, [Cl-], CO[Si](CCCCl)(OC)OC, c1ccc(Nc2ccc(Nc3ccccc3)cc2)cc1. Product: C=C(C)C(=O)OCCC[Si](OC)(OC)OC. RXN SMILES: [CH2:28]([CH:29]([CH2:30][CH2:31][CH2:32][CH3:33])[CH2:34][n+:35]1[cH:36][cH:37][c:38]([N:39]([CH3:40])[CH3:41])[cH:42][cH:43]1)[CH3:44].[CH3:1][C:2](=[CH2:3])[C:4]([OH:5])=[O:6].[CH3:56][OH:57].[Cl-:27].[Cl:45][CH2:46][CH2:47][CH2:48][Si:49]([O:50][CH3:51])([O:52][CH3:53])[O:54][CH3:55].[c:7]1([NH:8][c:9]2[cH:10][cH:11][c:12]([NH:13][c:14]3[cH:15][cH:16][cH:17][cH:18][cH:19]3)[cH:20][cH:21]2)[cH:22][cH:23][cH:24][cH:25][cH:26]1>>[CH3:1][C:2](=[CH2:3])[C:4]([O:5][CH2:46][CH2:47][CH2:48][Si:49]([O:50][CH3:51])([O:52][CH3:53])[O:54][CH3:55])=[O:6]. Reactants: [H-].[Al+3].[Li+].[H-].[H-].[H-] (lithium aluminum hydride), [OH-].[Na+] (Sodium hydroxide), C1(=CC=CC=C1)C[C@@H]1N(C(OC1)=O)C(C(C)C1=CC=CC=C1)=O ((4S)-4-(phenylmethyl)-3-(2-phenylpropionyl)-2-oxazolidinone), O (water), O (water). Run in C1CCOC1 (THF), C1CCOC1 (THF). Run at time 28 minute. Yields the product C1(=CC=CC=C1)C(CO)C (2-phenylpropanol). Reaction SMILES: C1(C[C@H]2COC(=O)N2[C:14](=[O:23])[CH:15]([C:17]2[CH:22]=[CH:21][CH:20]=[CH:19][CH:18]=2)[CH3:16])C=CC=CC=1.[H-].[Al+3].[Li+].[H-].[H-].[H-].O.[OH-].[Na+]>C1COCC1>[C:17]1([CH:15]([CH3:16])[CH2:14][OH:23])[CH:22]=[CH:21][CH:20]=[CH:19][CH:18]=1 |f:1.2.3.4.5.6,8.9|. Procedure: A mixture of (4S)-4-(phenylmethyl)-3-(2-phenylpropionyl)-2-oxazolidinone (XLI, Isomer I, 2.651 g, 8.57 mmol) in THF (10 ml) is added dropwise to a cooled slurry of lithium aluminum hydride (0.3518 g, 9.27 mmol) in THF (10 ml). After the mixture had stirred for 28 min at 0°, water (0.35 ml) is added and the mixture is stirred for 15 min. Sodium hydroxide (15% aqueous solution, 0.35 ml) is added and again the mixture is allowed to stir for 15 min. After the final addition of water (1.05 ml), the s... The reactants are FC=1C=CC(=C2CC[C@H](C12)OC1=CC2=C([C@@H](CO2)CC(=O)OC)C=C1)C1=C(C=C(C=C1C)I)C (methyl 2-((S)-6-((R)-7-fluoro-4-(4-iodo-2,6-dimethylphenyl)-2,3-dihydro-1H-inden-1-yloxy)-2,3-dihydrobenzofuran-3-yl)acetate), CS(=O)(=O)N1CCC(=CC1)B1OC(C(O1)(C)C)(C)C (1-(methylsulfonyl)-4-(4,4,5,5-tetramethyl-1,3,2-dioxaborolan-2-yl)-1,2,3,6-tetrahydropyridine), Intermediate 2. The product is CC1=C(C(=CC(=C1)C=1CCN(CC1)S(=O)(=O)C)C)C1=C2CC[C@H](C2=C(C=C1)F)OC1=CC2=C([C@@H](CO2)CC(=O)OC)C=C1 (Methyl 2-((S)-6-((R)-4-(2,6-dimethyl-4-(1-(methylsulfonyl)-1,2,3,6-tetrahydropyridin-4-yl)phenyl)-7-fluoro-2,3-dihydro-1H-inden-1-yloxy)-2,3-dihydrobenzofuran-3-yl)acetate). RXN SMILES: [F:1][C:2]1[CH:3]=[CH:4][C:5]([C:26]2[C:31]([CH3:32])=[CH:30][C:29](I)=[CH:28][C:27]=2[CH3:34])=[C:6]2[C:10]=1[C@H:9]([O:11][C:12]1[CH:25]=[CH:24][C:15]3[C@H:16]([CH2:19][C:20]([O:22][CH3:23])=[O:21])[CH2:17][O:18][C:14]=3[CH:13]=1)[CH2:8][CH2:7]2.[CH3:35][S:36]([N:39]1[CH2:44][CH:43]=[C:42](B2OC(C)(C)C(C)(C)O2)[CH2:41][CH2:40]1)(=[O:38])=[O:37]>>[CH3:32][C:31]1[CH:30]=[C:29]([C:42]2[CH2:41][CH2:40][N:39]([S:36]([CH3:35])(=[O:37])=[O:38])[CH2:44][CH:43]=2)[CH:28]=[C:27]([CH3:34])[C:26]=1[C:5]1[CH:4]=[CH:3][C:2]([F:1])=[C:10]2[C:6]=1[CH2:7][CH2:8][C@H:9]2[O:11][C:12]1[CH:25]=[CH:24][C:15]2[C@H:16]([CH2:19][C:20]([O:22][CH3:23])=[O:21])[CH2:17][O:18][C:14]=2[CH:13]=1. Procedure: The title compound is prepared from methyl 2-((S)-6-((R)-7-fluoro-4-(4-iodo-2,6-dimethylphenyl)-2,3-dihydro-1H-inden-1-yloxy)-2,3-dihydrobenzofuran-3-yl)acetate and 1-(methylsulfonyl)-4-(4,4,5,5-tetramethyl-1,3,2-dioxaborolan-2-yl)-1,2,3,6-tetrahydropyridine following a procedure analogous to that described in Step 4 of Intermediate 2. LC (method 8): tR=0.79 min; Mass spectrum (ESI+): m/z=628 [M+Na]+. Reactants: ClC1=C(C=O)C(=CC(=C1)O)Cl (2,6-dichloro-4-hydroxybenzaldehyde), C1(=CC=CC=C1)P(C1=CC=CC=C1)C1=CC=CC=C1 (triphenylphosphine), CC1(OCC(O1)CO)C ((rac)-2,2-dimethyl-[1,3]-dioxolane-4-methanol), N(=NC(=O)OCC)C(=O)OCC (diethyl azodicarboxylate). The solvent is O1CCCC1 (tetrahydrofurane), O1CCCC1 (tetrahydrofurane). Conditions: time 8 hour. The product is ClC1=C(C=O)C(=CC(=C1)OCC1OC(OC1)(C)C)Cl ((rac)-2,6-dichloro-4-(2,2-dimethyl-[1,3]-dioxolane-4-ylmethoxy)benzaldehyde). RXN SMILES: [Cl:1][C:2]1[CH:9]=[C:8]([OH:10])[CH:7]=[C:6]([Cl:11])[C:3]=1[CH:4]=[O:5].C1(P(C2C=CC=CC=2)C2C=CC=CC=2)C=CC=CC=1.[CH3:31][C:32]1([CH3:39])[O:36][CH:35]([CH2:37]O)[CH2:34][O:33]1.N(C(OCC)=O)=NC(OCC)=O>O1CCCC1>[Cl:1][C:2]1[CH:9]=[C:8]([O:10][CH2:37][CH:35]2[CH2:34][O:33][C:32]([CH3:39])([CH3:31])[O:36]2)[CH:7]=[C:6]([Cl:11])[C:3]=1[CH:4]=[O:5]. Reported procedure: To a solution of 6.64 g (35.0 mmol) A1, 10.03 g (38.0 mmol) triphenylphosphine and 5.06 g (38.0 mmol) (rac)-2,2-dimethyl-[1,3]-dioxolane-4-methanol in 100 ml dry tetrahydrofurane a solution of 6.48 g (37.0 mmol) diethyl azodicarboxylate in 20 ml dry tetrahydrofurane was added and the mixture was stirred at room temperature overnight. After removal of the solvent and column chromatography on SiGel (hexane/ethyl acetate 4:1) 6.12 g (57%) A8 were obtained as a colorless oil that solidified on ice s... Reactants: C(O)[P+](CO)(CO)CO.[Cl-] (THPC), CNC(=O)NC (1,3-dimethylurea), C1(=CC=CC=C1)C (toluene). The solvent is O (water). Yields the product [Cl-].O=C1N(C[P+]2(CN1C)CN(C(N(C2)C)=O)C)C (3,9-dioxo-2,4,8,10-tetramethyl-2,4,8,10-tetraaza-6-phosphoniaspiro[5.5]undecane chloride). Yield: 88.9%. As a reaction SMILES: [CH2:1]([P+:3]([CH2:8]O)([CH2:6]O)[CH2:4]O)O.[Cl-:10].[CH3:11][NH:12][C:13]([NH:15][CH3:16])=[O:14].C1(C)C=CC=CC=1>O>[Cl-:10].[O:14]=[C:13]1[N:15]([CH3:16])[CH2:6][P+:3]2([CH2:1][N:15]([CH3:16])[C:13](=[O:14])[N:12]([CH3:11])[CH2:4]2)[CH2:8][N:12]1[CH3:11] |f:0.1,5.6|. Reported procedure: A mixture of THPC (19.06 g, 0.1 mol), 1,3-dimethylurea (17.62 g, 0.2 mol), and toluene (150 ml) was heated to reflux in an apparatus fitted with a mechanical stirrer and a Dean-Stark trap for azeotropic removal of the water. The mixture was held at reflux unitl the evolution of water ceased (4 hr); this condensation, as might be expected, required a longer reflux period and more efficient stirring to displace the last of the water than that of Example 1. Half of the 7.2 ml (100.0%) of water was ... The reactants are C(C)N(C(C1=C(C=CC=C1)Cl)=O)CC (N,N-Diethyl-2-chlorobenzamide), C(C)(C)[Si](C(C)C)(C(C)C)Cl (triisopropylsilyl chloride). Yields the product C(C)N(C(C1=C(C=CC=C1[Si](C(C)C)(C(C)C)C(C)C)Cl)=O)CC (N,N-Diethyl-2-chloro-6-[tris(1-methylethyl)silyl]benzamide). Reaction SMILES: [CH2:1]([N:3]([CH2:13][CH3:14])[C:4](=[O:12])[C:5]1[CH:10]=[CH:9][CH:8]=[CH:7][C:6]=1[Cl:11])[CH3:2].[CH:15]([Si:18](Cl)([CH:22]([CH3:24])[CH3:23])[CH:19]([CH3:21])[CH3:20])([CH3:17])[CH3:16]>>[CH2:13]([N:3]([CH2:1][CH3:2])[C:4](=[O:12])[C:5]1[C:10]([Si:18]([CH:22]([CH3:24])[CH3:23])([CH:19]([CH3:21])[CH3:20])[CH:15]([CH3:17])[CH3:16])=[CH:9][CH:8]=[CH:7][C:6]=1[Cl:11])[CH3:14]. Procedure: The title compound was prepared according to General Method A from the compound of Example e and 1.1 eq triisopropylsilyl chloride. Purification by HPLC using 1:19 ethyl acetate/hexanes gave 5.5 g of the desired product as of a clear oil, a 75% yield. Reactants: N1=C(C=NC=C1)C1=C(C=CC=C1)CO ((2-pyrazin-2-ylphenyl)methanol), C=1C=CC(=CC1)P(=O)(C=2C=CC=CC2)N=[N+]=[N-] (DPPA), C1CCC2=NCCCN2CC1 (DBU). Run in C1CCOC1 (THF). The product is EtOAc-hexanes, N(=[N+]=[N-])CC1=C(C=CC=C1)C1=NC=CN=C1 (2-[2-(Azidomethyl)phenyl]pyrazine). Isolated yield 40.0%. As a reaction SMILES: [N:1]1[CH:6]=[CH:5][N:4]=[CH:3][C:2]=1[C:7]1[CH:12]=[CH:11][CH:10]=[CH:9][C:8]=1[CH2:13]O.C1C=CC(P([N:29]=[N+:30]=[N-:31])(C2C=CC=CC=2)=O)=CC=1.C1CCN2C(=NCCC2)CC1>C1COCC1>[N:29]([CH2:13][C:8]1[CH:9]=[CH:10][CH:11]=[CH:12][C:7]=1[C:2]1[CH:3]=[N:4][CH:5]=[CH:6][N:1]=1)=[N+:30]=[N-:31]. Procedure: To a stirred solution of (2-pyrazin-2-ylphenyl)methanol (1.14 g, 6.13 mmol) in anhydrous THF (12.5 mL) at 0° C. was added DPPA (1.59 ml, 7.36 mmol) and DBU (1.01 mL, 6.75 mL). The resulting cloudy yellow mixture was allowed to warm to room temperature, and after 3.5 h was warmed to 80° C. for 3 h. The mixture was then cooled to room temperature and the THF was removed in vacuo. The residue was partitioned between EtOAc and H2O. The layers were separated and the aqueous layer was further extracte... The reactants are C=CCC1(C(=O)OCC)CCC(N2C(=O)c3ccccc3C2=O)CC1, Cl, Cl[Cu], CN(C)C=O, O, Cl[Pd]Cl. The product is CCOC(=O)C1(CC(C)=O)CCC(N2C(=O)c3ccccc3C2=O)CC1. As a reaction SMILES: [CH2:1]([CH3:2])[O:3][C:4](=[O:5])[C:6]1([CH2:23][CH:24]=[CH2:25])[CH2:7][CH2:8][CH:9]([N:12]2[C:13](=[O:22])[c:14]3[cH:15][cH:16][cH:17][cH:18][c:19]3[C:20]2=[O:21])[CH2:10][CH2:11]1.[ClH:32].[Cu:33][Cl:34].[O:26]=[CH:27][N:28]([CH3:29])[CH3:30].[OH2:31].[Pd:35]([Cl:36])[Cl:37]>>[CH2:1]([CH3:2])[O:3][C:4](=[O:5])[C:6]1([CH2:23][C:24]([CH3:25])=[O:26])[CH2:7][CH2:8][CH:9]([N:12]2[C:13](=[O:22])[c:14]3[cH:15][cH:16][cH:17][cH:18][c:19]3[C:20]2=[O:21])[CH2:10][CH2:11]1.